Dataset: the Open Reaction Database (ORD), a public repository of structured organic reaction records. Task: describe an organic reaction: reactants, conditions, products, and yield Starting materials: FC1=C(C=CC=C1)[N+](=O)[O-] (2-fluoronitrobenzene), N1CCNCC1 (Piperazine), O (water). Solvent: CN(C)C=O (DMF), CN(C)C=O (DMF). Reaction conditions: time 3 hour. Product: [N+](=O)([O-])C1=C(C=CC=C1)N1CCNCC1 (1-(2-nitrophenyl)piperazine). Yield: 74.3%. As a reaction SMILES: [NH:1]1[CH2:6][CH2:5][NH:4][CH2:3][CH2:2]1.F[C:8]1[CH:13]=[CH:12][CH:11]=[CH:10][C:9]=1[N+:14]([O-:16])=[O:15].O>CN(C=O)C>[N+:14]([C:9]1[CH:10]=[CH:11][CH:12]=[CH:13][C:8]=1[N:1]1[CH2:6][CH2:5][NH:4][CH2:3][CH2:2]1)([O-:16])=[O:15]. Procedure: Piperazine (12.9 g) was dissolved in DMF (100 mL), and a solution of 2-fluoronitrobenzene (7.06 g) in DMF (30 mL) was added dropwise. The mixture was stirred at room temperature for 3 hr. The reaction mixture was added to water and the mixture was extracted with ethyl acetate. The extract was washed with water and dried. The solvent was evaporated to give 1-(2-nitrophenyl)piperazine (7.7 g) as a red oil.